Dataset: the Open Reaction Database (ORD), a public repository of structured organic reaction records. Task: describe an organic reaction: reactants, conditions, products, and yield The reactants are Cc1nc2ccc(Br)cc2c(-c2ccc(F)cc2)c1C(=O)C(F)(F)F, OC1(c2ccccc2)CCNCC1. Yields the product Cc1nc2ccc(N3CCC(O)(c4ccccc4)CC3)cc2c(-c2ccc(F)cc2)c1C(=O)C(F)(F)F. Reaction SMILES: [Br:1][c:2]1[cH:3][c:4]2[c:5](-[c:19]3[cH:20][cH:21][c:22]([F:25])[cH:23][cH:24]3)[c:6]([C:13]([C:14]([F:15])([F:16])[F:17])=[O:18])[c:7]([CH3:12])[n:8][c:9]2[cH:10][cH:11]1.[OH:26][C:27]1([c:33]2[cH:34][cH:35][cH:36][cH:37][cH:38]2)[CH2:28][CH2:29][NH:30][CH2:31][CH2:32]1>>[c:2]1([N:30]2[CH2:29][CH2:28][C:27]([OH:26])([c:33]3[cH:34][cH:35][cH:36][cH:37][cH:38]3)[CH2:32][CH2:31]2)[cH:3][c:4]2[c:5](-[c:19]3[cH:20][cH:21][c:22]([F:25])[cH:23][cH:24]3)[c:6]([C:13]([C:14]([F:15])([F:16])[F:17])=[O:18])[c:7]([CH3:12])[n:8][c:9]2[cH:10][cH:11]1. Reactants: C1(=CC=CC=C1)C1=NC(=NC=C1)N1CC2CNCC2C1 (2-(4-Phenyl-pyrimidin-2-yl)-octahydro-pyrrolo[3,4-c]pyrrole), N=1N(N=CC1)C1=C(C(=O)O)C=CC=C1 (2-[1,2,3]Triazol-2-yl-benzoic acid). Yields the product C1(=CC=CC=C1)C1=NC(=NC=C1)N1CC2CN(CC2C1)C(=O)C1=C(C=CC=C1)N1N=CC=N1 (2-(4-Phenylpyrimidin-2-yl)-5-{[2-(2H-1,2,3-triazol-2-yl)phenyl]carbonyl}octahydro pyrrolo[3,4-c]pyrrole). RXN SMILES: [C:1]1([C:7]2[CH:12]=[CH:11][N:10]=[C:9]([N:13]3[CH2:20][CH:19]4[CH:15]([CH2:16][NH:17][CH2:18]4)[CH2:14]3)[N:8]=2)[CH:6]=[CH:5][CH:4]=[CH:3][CH:2]=1.[N:21]1[N:22]([C:26]2[CH:34]=[CH:33][CH:32]=[CH:31][C:27]=2[C:28](O)=[O:29])[N:23]=[CH:24][CH:25]=1>>[C:1]1([C:7]2[CH:12]=[CH:11][N:10]=[C:9]([N:13]3[CH2:14][CH:15]4[CH:19]([CH2:18][N:17]([C:28]([C:27]5[CH:31]=[CH:32][CH:33]=[CH:34][C:26]=5[N:22]5[N:23]=[CH:24][CH:25]=[N:21]5)=[O:29])[CH2:16]4)[CH2:20]3)[N:8]=2)[CH:2]=[CH:3][CH:4]=[CH:5][CH:6]=1. Procedure: The title compound was prepared in a manner analogous to Example 15 utilizing Intermediate 26 and Intermediate 2. MS (ESI): mass calculated for C25H23N7O, 437.50; m/z found 438.2 [M+H]+. 1H NMR (400 MHz, CDCl3): 8.46-8.31 (m, 1H), 8.21-7.91 (m, 3H), 7.82-7.59 (m, 2H), 7.58-7.39 (m, 6H), 7.01-6.97 (m, 1H), 4.04-3.31 (m, 7H), 3.17-2.86 (m, 3H). Yields the product CNN1C(=NN=C(C1=O)C(CC)CC)SC (4-methylamino-3-methylthio-6-(pent-3-yl)-1,2,4-triazin-5-(4H}-one). Run in C1(=CC=CC=C1)C (toluene). Reaction SMILES: [NH2:1][N:2]1[C:7](=[O:8])[C:6]([CH:9]([CH2:12][CH3:13])[CH2:10][CH3:11])=[N:5][N:4]=[C:3]1[S:14][CH3:15].[OH-].[Na+].[CH3:18]I>[Br-].C([N+](CCCC)(CCCC)CCCC)CCC.C1(C)C=CC=CC=1>[CH3:18][NH:1][N:2]1[C:7](=[O:8])[C:6]([CH:9]([CH2:10][CH3:11])[CH2:12][CH3:13])=[N:5][N:4]=[C:3]1[S:14][CH3:15] |f:1.2,4.5|. Conditions: time 1 hour. The yield is 87.1%. Reagents/catalysts: [Br-].C(CCC)[N+](CCCC)(CCCC)CCCC (tetrabutylammonium bromide). The reactants are NN1C(=NN=C(C1=O)C(CC)CC)SC (4-amino-3-methylthio-6-(pent-3-yl)-1,2,4-triazin-5(4H)-one), [OH-].[Na+] (sodium hydroxide), CI (methyl iodide). Reported procedure: 4.2 g (0.018 mol) of 4-amino-3-methylthio-6-(pent-3-yl)-1,2,4-triazin-5(4H)-one are introduced at room temperature into a mixture of 7.5 ml of 45% strength sodium hydroxide solution and 7.5 ml of toluene. 7.1 g (0.05 mol) of methyl iodide and 0.6 g of tetrabutylammonium bromide are then added all at once at room temperature. The mixture is stirred vigorously, and the temperature rises from 21° C. to 31° C. Stirring of the reaction mixture is continued for 1 hour, and the organic top phase is the...